describe an organic reaction: reactants, conditions, products, and yield From a dataset of the Open Reaction Database (ORD), a public repository of structured organic reaction records. The reactants are CC(C)(C)[O-], CCn1c2ccccc2c2cc(C=O)ccc21, [K+], CN(C)C=O, CCO[PH]([O-])(OCC)C(c1ccccc1)c1ccccc1. Yields the product CCn1c2ccccc2c2cc(C=C(c3ccccc3)c3ccccc3)ccc21. RXN SMILES: [CH3:39][C:40]([CH3:41])([O-:42])[CH3:43].[CH:1](=[O:2])[c:3]1[cH:4][cH:5][c:6]2[n:7]([CH2:16][CH3:17])[c:8]3[cH:9][cH:10][cH:11][cH:12][c:13]3[c:14]2[cH:15]1.[K+:44].[O:45]=[CH:46][N:47]([CH3:48])[CH3:49].[c:18]1([CH:24]([c:25]2[cH:26][cH:27][cH:28][cH:29][cH:30]2)[PH:31]([O-:32])([O:33][CH2:34][CH3:35])[O:36][CH2:37][CH3:38])[cH:19][cH:20][cH:21][cH:22][cH:23]1>>[CH:1]([c:3]1[cH:4][cH:5][c:6]2[n:7]([CH2:16][CH3:17])[c:8]3[cH:9][cH:10][cH:11][cH:12][c:13]3[c:14]2[cH:15]1)=[C:24]([c:18]1[cH:19][cH:20][cH:21][cH:22][cH:23]1)[c:25]1[cH:26][cH:27][cH:28][cH:29][cH:30]1. Yield: 37.0%. As a reaction SMILES: [CH3:1][CH:2]1[N:6]([C:7]2[CH:12]=[CH:11][N:10]=[CH:9][CH:8]=2)[C:5](=NC#N)[NH:4][CH2:3]1.[H-].[Na+].Br[CH2:19][CH2:20][CH2:21][CH2:22][CH2:23][CH2:24][O:25][C:26]1[CH:31]=[CH:30][C:29]([F:32])=[CH:28][CH:27]=1.CN(C=[O:37])C>>[F:32][C:29]1[CH:30]=[CH:31][C:26]([O:25][CH2:24][CH2:23][CH2:22][CH2:21][CH2:20][CH2:19][N:4]2[CH2:3][CH:2]([CH3:1])[N:6]([C:7]3[CH:8]=[CH:9][N:10]=[CH:11][CH:12]=3)[C:5]2=[O:37])=[CH:27][CH:28]=1 |f:1.2|. Procedure details: To a solution of [5-methyl-1-(4-pyridyl)tetrahydro-1H-2-imidazolyliden]amino methanenitrile (60 mg, 0.30 mmol) in DMF (5 mL) at 0° C. was added sodium hydride (19 mg, 0.60 mmol, 75% in mineral oil) in one portion. The mixture was stirred at room temperature for 20 min followed by addition of 1-[(6-bromohexyl)oxy]-4-fluorobenzene (123 mg, 0.45 mmol) dissolved in DMF (3 ml) drop by drop. The resulting mixture was heated to 80° C. and stirred overnight (16 hours). The solvent was removed under redu... Run at time 20 minute. The product is FC1=CC=C(OCCCCCCN2C(N(C(C2)C)C2=CC=NC=C2)=O)C=C1 (1-[6-(4-fluorophenoxy)hexyl]-4-methyl-3-(4-pyridyl)-2-imidazolidinone), solid. The reactants are CC1CNC(N1C1=CC=NC=C1)=NC#N ([5-methyl-1-(4-pyridyl)tetrahydro-1H-2-imidazolyliden]amino methanenitrile), [H-].[Na+] (sodium hydride), CN(C)C=O (DMF), BrCCCCCCOC1=CC=C(C=C1)F (1-[(6-bromohexyl)oxy]-4-fluorobenzene), CN(C)C=O (DMF). Starting materials: C(CCCCC)O (Hexanol), [H-].[Na+] (sodium hydride), ClC1=NC=CN=C1Cl (2,3-dichloropyrazine). The solvent is C1CCOC1 (THF). Reaction conditions: temperature -5 celsius, time 30 minute. Product: ClC1=NC=CN=C1OCCCCCC (2-chloro-3-hexyloxypyrazine). As a reaction SMILES: [CH2:1]([OH:7])[CH2:2][CH2:3][CH2:4][CH2:5][CH3:6].[H-].[Na+].[Cl:10][C:11]1[C:16](Cl)=[N:15][CH:14]=[CH:13][N:12]=1>C1COCC1>[Cl:10][C:11]1[C:16]([O:7][CH2:1][CH2:2][CH2:3][CH2:4][CH2:5][CH3:6])=[N:15][CH:14]=[CH:13][N:12]=1 |f:1.2|. Procedure: Hexanol was added to a slurry of sodium hydride in THF, and the mixture stirred for 30 minutes. The slurry was cooled to -5° C. and a solution of 2,3-dichloropyrazine added. The mixture was stirred for 1.5 hours, filtered and the filtrate evaporated. The residue was purified by column chromatography on silica gel using varying concentrations of methanol in chloroform. Fractions containing the desired product were evaporated, yielding 2-chloro-3-hexyloxypyrazine as an oil. Reactants: C(C)N(C(OC(C)(C)C)=O)CCC1=CC=C(C=C1)C1=NN(C=N1)C1=CC=C(C=C1)OC(F)(F)F (tert-butyl ethyl(4-(1-(4-(trifluoromethoxy)phenyl)-1H-1,2,4-triazol-3-yl)phenethyl)carbamate), C([O-])(O)=O.[Na+] (sodium bicarbonate). Product: C(C)NCCC1=CC=C(C=C1)C1=NN(C=N1)C1=CC=C(C=C1)OC(F)(F)F (N-ethyl-2-(4-(1-(4-(trifluoromethoxy)phenyl)-1H-1,2,4-triazol-3-yl)phenyl)ethanamine). Reaction SMILES: [CH2:1]([N:3]([CH2:11][CH2:12][C:13]1[CH:18]=[CH:17][C:16]([C:19]2[N:23]=[CH:22][N:21]([C:24]3[CH:29]=[CH:28][C:27]([O:30][C:31]([F:34])([F:33])[F:32])=[CH:26][CH:25]=3)[N:20]=2)=[CH:15][CH:14]=1)C(=O)OC(C)(C)C)[CH3:2].C(=O)(O)[O-].[Na+]>>[CH2:1]([NH:3][CH2:11][CH2:12][C:13]1[CH:14]=[CH:15][C:16]([C:19]2[N:23]=[CH:22][N:21]([C:24]3[CH:29]=[CH:28][C:27]([O:30][C:31]([F:32])([F:34])[F:33])=[CH:26][CH:25]=3)[N:20]=2)=[CH:17][CH:18]=1)[CH3:2] |f:1.2|. Procedure details: The title compound was prepared from tert-butyl ethyl(4-(1-(4-(trifluoromethoxy)phenyl)-1H-1,2,4-triazol-3-yl)phenethyl)carbamate (CB64), neutralized with aqueous sodium bicarbonate, and isolated as an orange solid (0.167 g, 98%, 80% pure): 1H NMR (400 MHz, CDCl3) δ 8.54 (s, 1H), 8.17-8.06 (m, 2H), 7.87-7.63 (m, 2H), 7.37 (dt, J=8.0, 1.0 Hz, 2H), 7.34-7.28 (m, 2H), 3.21 (s, 2H), 3.14-2.97 (m, 4H), 1.84 (s, 1H), 0.87 (ddd, J=12.0, 8.9, 6.6 Hz, 3H); 19F NMR (376 MHz, CDCl3) δ −58.04; ESIMS m/z 377... Starting materials: BrCCBr (1,2-dibromo-ethane), [H-].[Na+] (sodium hydride), [H-].[Na+] (sodium hydride), COC1=CC=C(CN2C(C3=CC=C(C=C3CC2)CC#N)=O)C=C1 ([2-(4-Methoxy-benzyl)-1-oxo-1,2,3,4-tetrahydro-isoquinolin-6-yl]-acetonitrile). Solvent: CN(C)C=O (DMF), CN(C)C=O (DMF). Reaction conditions: time 0.5 hour. The product is COC1=CC=C(CN2C(C3=CC=C(C=C3CC2)C2(CC2)C#N)=O)C=C1 (1-[2-(4-Methoxy-benzyl)-1-oxo-1,2,3,4-tetrahydro-isoquinolin-6-yl]-cyclopropanecarbonitrile). The yield is 76.8%. RXN SMILES: [H-].[Na+].[CH3:3][O:4][C:5]1[CH:25]=[CH:24][C:8]([CH2:9][N:10]2[CH2:19][CH2:18][C:17]3[C:12](=[CH:13][CH:14]=[C:15]([CH2:20][C:21]#[N:22])[CH:16]=3)[C:11]2=[O:23])=[CH:7][CH:6]=1.Br[CH2:27][CH2:28]Br>CN(C=O)C>[CH3:3][O:4][C:5]1[CH:25]=[CH:24][C:8]([CH2:9][N:10]2[CH2:19][CH2:18][C:17]3[C:12](=[CH:13][CH:14]=[C:15]([C:20]4([C:21]#[N:22])[CH2:28][CH2:27]4)[CH:16]=3)[C:11]2=[O:23])=[CH:7][CH:6]=1 |f:0.1|. Procedure details: To a suspension of 228 mg of 60% sodium hydride in 15 ml DMF was added 1.2 g of [2-(4-Methoxy-benzyl)-1-oxo-1,2,3,4-tetrahydro-isoquinolin-6-yl]-acetonitrile and after stirring for 15 minutes at room temperature 1.1 g of 1,2-dibromo-ethane in 1.5 ml DMF was added. The resulting mixture was stirred 0.5 hour at room temperature and then more sodium hydride (0.114 g, 2.86 mmole) was added and the reaction mixture was heated for about 10 minutes at 30-35° C. After cooling, the mixture was partitione... The reactants are C(C)(=O)O (acetic acid), C(C)(C)(C)ON[C@@H](C(CSC)=C=O)C(=O)O (N-tert-butoxy-carbonyl-L-methionine), C1(CCCCC1)N=C=NC1CCCCC1 (dicyclohexylcarbodi-imide), OC1CCCN(C2=C1C=C(C=C2)Cl)C(C2=C(C=C(C=C2)NC(C2=C(C=CC=C2)C)=O)OC)=O (5-hydroxy-7-chloro-1-[2-methoxy-4-(2methylbenzoylamino)benzoyl]-2,3,4,5-tetrahydro-1H-benzoazepine), CN(C)C1=NC=CC=C1 (dimethylaminopyridine), Cl.CN(C)C1=NC=CC=C1 (dimethylaminopyridine hydrochloride). Yields the product C(C)(C)(C)OC(=O)N[C@@H](CCSC)C(=O)OC1CCCN(C2=C1C=C(C=C2)Cl)C(C2=C(C=C(C=C2)NC(C2=C(C=CC=C2)C)=O)OC)=O (5-(N-tert-butoxycarbonyl-L-methionyloxy)-7-chloro-1-[2-methoxy-4-(2-methylbenzoylamino)benzoyl]-2,3,4,5-tetrahydro-1H-benzo-azepine). The solvent is CO (methanol), C(Cl)(Cl)Cl (chloroform). Conditions: time 3 hour. Procedure: In 15 ml of chloroform were dissolved 0.7 g of 5-hydroxy-7-chloro-1-[2-methoxy-4-(2methylbenzoylamino)benzoyl]-2,3,4,5-tetrahydro-1H-benzoazepine, 0.83 g of dimethylaminopyridine and 0.72 g of dimethylaminopyridine hydrochloride. Thereto were added 0.56 g of N-tert-butoxy-carbonyl-L-methionine and 0.93 g of dicyclohexylcarbodi-imide. The mixture was stirred at room temperature for 3 hours. 3 ml of methanol and 0.7 ml of acetic acid were added, and the mixture was stirred at room temperature for ... As a reaction SMILES: [OH:1][CH:2]1[C:8]2[CH:9]=[C:10]([Cl:13])[CH:11]=[CH:12][C:7]=2[N:6]([C:14](=[O:33])[C:15]2[CH:20]=[CH:19][C:18]([NH:21][C:22](=[O:30])[C:23]3[CH:28]=[CH:27][CH:26]=[CH:25][C:24]=3[CH3:29])=[CH:17][C:16]=2[O:31][CH3:32])[CH2:5][CH2:4][CH2:3]1.CN([C:37]1[CH:42]=[CH:41]C=CN=1)C.Cl.CN(C1C=CC=CN=1)C.C(O[NH:58][C@H:59]([C:66]([OH:68])=O)[C:60](=C=O)[CH2:61][S:62][CH3:63])(C)(C)C.[CH:69]1(N=C=NC2CCCCC2)CCCCC1.[C:84]([OH:87])(=[O:86])C>C(Cl)(Cl)Cl.CO>[C:42]([O:87][C:84]([NH:58][C@H:59]([C:66]([O:1][CH:2]1[C:8]2[CH:9]=[C:10]([Cl:13])[CH:11]=[CH:12][C:7]=2[N:6]([C:14](=[O:33])[C:15]2[CH:20]=[CH:19][C:18]([NH:21][C:22](=[O:30])[C:23]3[CH:28]=[CH:27][CH:26]=[CH:25][C:24]=3[CH3:29])=[CH:17][C:16]=2[O:31][CH3:32])[CH2:5][CH2:4][CH2:3]1)=[O:68])[CH2:60][CH2:61][S:62][CH3:63])=[O:86])([CH3:41])([CH3:37])[CH3:69] |f:2.3|. The reactants are CO, Cl, NN, O, NC1C(O)OC(CO)C(O)C1O. Yields the product NN=CC(N)C(O)C(O)C(O)CO. As a reaction SMILES: [CH3:17][OH:18].[ClH:1].[NH2:15][NH2:16].[OH2:14].[OH:2][CH:3]1[CH:4]([NH2:5])[CH:6]([OH:7])[CH:8]([OH:9])[CH:10]([CH2:12][OH:13])[O:11]1>>[CH:3]([CH:4]([NH2:5])[CH:6]([OH:7])[CH:8]([OH:9])[CH:10]([OH:11])[CH2:12][OH:13])=[N:15][NH2:16].